Dataset: the Open Reaction Database (ORD), a public repository of structured organic reaction records. Task: describe an organic reaction: reactants, conditions, products, and yield The reactants are C(C(C)C)(=O)Cl (isobutyryl chloride), NC1=NC2=CC=C(C=C2C(=N1)C(=O)N1CC2=CC=CC=C2C1)C1=C(C=C(C(=C1)F)F)CO ([2-amino-6-(4,5-difluoro-2-hydroxymethylphenyl)quinazolin-4-yl]-(1,3-dihydroisoindol-2-yl)methanone), C(C)(=O)OCC (ethyl acetate), O (water). Reagents/catalysts: CN(C1=CC=NC=C1)C (4-(dimethylamino)pyridine). The solvent is CN(C=O)C (dimethylformamide). Run at temperature 80 celsius, time 16 hour. Product: C(C(C)C)(=O)OCC1=C(C=C(C(=C1)F)F)C=1C=C2C(=NC(=NC2=CC1)N)C(=O)N1CC2=CC=CC=C2C1 (2-[2-Amino-4-(1,3-dihydroisoindole-2-carbonyl)quinazolin-6-yl]-4,5-difluorobenzyl isobutyrate). Reaction SMILES: [C:1](Cl)(=[O:5])[CH:2]([CH3:4])[CH3:3].[NH2:7][C:8]1[N:17]=[C:16]([C:18]([N:20]2[CH2:28][C:27]3[C:22](=[CH:23][CH:24]=[CH:25][CH:26]=3)[CH2:21]2)=[O:19])[C:15]2[C:10](=[CH:11][CH:12]=[C:13]([C:29]3[CH:34]=[C:33]([F:35])[C:32]([F:36])=[CH:31][C:30]=3[CH2:37][OH:38])[CH:14]=2)[N:9]=1.C(OCC)(=O)C.O>CN(C)C1C=CN=CC=1.CN(C)C=O>[C:1]([O:38][CH2:37][C:30]1[CH:31]=[C:32]([F:36])[C:33]([F:35])=[CH:34][C:29]=1[C:13]1[CH:14]=[C:15]2[C:10](=[CH:11][CH:12]=1)[N:9]=[C:8]([NH2:7])[N:17]=[C:16]2[C:18]([N:20]1[CH2:21][C:22]2[C:27](=[CH:26][CH:25]=[CH:24][CH:23]=2)[CH2:28]1)=[O:19])(=[O:5])[CH:2]([CH3:4])[CH3:3]. Procedure details: 40 μl of isobutyryl chloride are added to a solution of 150 mg of [2-amino-6-(4,5-difluoro-2-hydroxymethylphenyl)quinazolin-4-yl]-(1,3-dihydroisoindol-2-yl)methanone and 2 mg of 4-(dimethylamino)pyridine (DMAP) in 5 ml of dimethylformamide, and the mixture is stirred at 80° C. for 16 h. 8 ml of ethyl acetate and 8 ml of water are added, the organic phase is separated off and evaporated to dryness in vacuo. The residue is dissolved in 1 ml of dimethyl sulfoxide and purified by chromatography (rev... Reactants: NC1=NC(=C(C(=O)N[C@@H]2CC[C@H](CC2)C(F)(F)F)C=C1[N+](=O)[O-])OCCOC (6-Amino-2-(2-methoxy-ethoxy)-5-nitro-N-(trans-4-trifluoromethyl-cyclohexyl)-nicotinamide). Reagents/catalysts: [Ni] (Ra—Ni). The solvent is C1CCOC1 (THF). The product is NC=1C(=NC(=C(C(=O)N[C@@H]2CC[C@H](CC2)C(F)(F)F)C1)OCCOC)N (5,6-Diamino-2-(2-methoxy-ethoxy)-N-(trans-4-trifluoromethyl-cyclohexyl)-nicotinamide). Reaction SMILES: [NH2:1][C:2]1[C:20]([N+:21]([O-])=O)=[CH:19][C:5]([C:6]([NH:8][C@H:9]2[CH2:14][CH2:13][C@H:12]([C:15]([F:18])([F:17])[F:16])[CH2:11][CH2:10]2)=[O:7])=[C:4]([O:24][CH2:25][CH2:26][O:27][CH3:28])[N:3]=1>[Ni].C1COCC1>[NH2:21][C:20]1[C:2]([NH2:1])=[N:3][C:4]([O:24][CH2:25][CH2:26][O:27][CH3:28])=[C:5]([CH:19]=1)[C:6]([NH:8][C@H:9]1[CH2:10][CH2:11][C@H:12]([C:15]([F:16])([F:17])[F:18])[CH2:13][CH2:14]1)=[O:7]. Reported procedure: 6-Amino-2-(2-methoxy-ethoxy)-5-nitro-N-(trans-4-trifluoromethyl-cyclohexyl)-nicotinamide (140 mg, 0.34 mmol), THF (20 mL) and Ra—Ni (40 mg) is stirred for 2 h at rt under a hydrogen atmosphere (3.0 bar). The catalyst is removed by filtration and the mixture is concentrated to give the sub-title compound.